From a dataset of the Open Reaction Database (ORD), a public repository of structured organic reaction records. describe an organic reaction: reactants, conditions, products, and yield The reactants are C(C)OC(CO)OCC (Glycolaldehyde diethyl acetal), [H-].[Na+] (sodium hydride), C(C)OC(CBr)OCC (bromoacetaldehyde diethyl acetal). Solvent: C=1(C(=CC=CC1)C)C (xylene). Yields the product C(C)OC(COCC(OCC)OCC)OCC (2-(2,2-Diethoxyethoxy)-1,1-diethoxyethane). RXN SMILES: [CH2:1]([O:3][CH:4]([O:7][CH2:8][CH3:9])[CH2:5][OH:6])[CH3:2].[H-].[Na+].[CH2:12]([O:14][CH:15]([O:18][CH2:19][CH3:20])[CH2:16]Br)[CH3:13]>C1(C)C(C)=CC=CC=1>[CH2:1]([O:3][CH:4]([O:7][CH2:8][CH3:9])[CH2:5][O:6][CH2:16][CH:15]([O:18][CH2:19][CH3:20])[O:14][CH2:12][CH3:13])[CH3:2] |f:1.2|. Procedure details: Glycolaldehyde diethyl acetal (45.4 g, 338 mmol) was added dropwise to a stirred solution of sodium hydride (14.3 g, 60% dispersion in mineral oil, 357 mmol) in xylene (100 ml), and the reaction heated under reflux for 1 hour. The reaction mixture was cooled to room temperature and bromoacetaldehyde diethyl acetal (100 g, 507 mmol) was added. The resulting solution was heated under reflux for 20 hours, then cooled to room temperature. The solvent was removed under reduced pressure, and the resid...